This data is from the Open Reaction Database (ORD), a public repository of structured organic reaction records. The task is: describe an organic reaction: reactants, conditions, products, and yield The reactants are C[Ge](C=1C=C(C=C(C1)[Ge](C)(C)C)C1(OCCO1)C)(C)C (2-[3,5-bis(trimethylgermyl)phenyl]-2-methyl-1,3-dioxolane), CC1=CC=C(C=C1)S(=O)(=O)[O-].C1=CC=[NH+]C=C1 (PPTS), O (water). Run in CC(=O)C (acetone). The product is C[Ge](C=1C=C(C=C(C1)[Ge](C)(C)C)C(C)=O)(C)C (3',5'-Bis(trimethylgermyl)acetophenone). The yield is 98.0%. Reaction SMILES: [CH3:1][Ge:2]([CH3:20])([CH3:19])[C:3]1[CH:4]=[C:5]([C:13]2([CH3:18])OCC[O:14]2)[CH:6]=[C:7]([Ge:9]([CH3:12])([CH3:11])[CH3:10])[CH:8]=1.CC1C=CC(S([O-])(=O)=O)=CC=1.C1C=C[NH+]=CC=1.O>CC(C)=O>[CH3:11][Ge:9]([CH3:10])([CH3:12])[C:7]1[CH:6]=[C:5]([C:13](=[O:14])[CH3:18])[CH:4]=[C:3]([Ge:2]([CH3:19])([CH3:1])[CH3:20])[CH:8]=1 |f:1.2|. Reported procedure: A mixture of 240 mg (0.60 mmol) of 2-[3,5-bis(trimethylgermyl)phenyl]-2-methyl-1,3-dioxolane, 23 mg (0.090 mmol) of PPTS, 10.6 ml of acetone (excess) and 540 mg (30 mmol) of water was refluxed for 2.5 hours. The reaction mixture was evaporated and extracted with ether. The extract was evaporated to give 208 mg of pale yellow crystals, which were sublimed at 70° C., 0.5 mmHg to give 189 mg of white prisms, m.p. 56° C. (yield 89%).